From a dataset of the Open Reaction Database (ORD), a public repository of structured organic reaction records. describe an organic reaction: reactants, conditions, products, and yield The reactants are CC=1C=CC(=C(C1)S(=O)(=O)O)N1CCNCC1 (5-Methyl-2-(1-piperazinyl)-benzenesulfonic acid), C(C)O (ethanol). Run in O (water). Conditions: temperature 5 celsius, time 2 hour. The product is O.CC=1C=CC(=C(C1)S(=O)(=O)O)N1CCNCC1 (5-methyl-2-(1-piperazinyl)benzenesulfonic acid monohydrate). Yield: 177.3%. Reaction SMILES: [CH3:1][C:2]1[CH:3]=[CH:4][C:5]([N:12]2[CH2:17][CH2:16][NH:15][CH2:14][CH2:13]2)=[C:6]([S:8]([OH:11])(=[O:10])=[O:9])[CH:7]=1.C(O)C>O>[OH2:9].[CH3:1][C:2]1[CH:3]=[CH:4][C:5]([N:12]2[CH2:17][CH2:16][NH:15][CH2:14][CH2:13]2)=[C:6]([S:8]([OH:11])(=[O:9])=[O:10])[CH:7]=1 |f:3.4|. Procedure details: The anhydrous crystal of 5-Methyl-2-(1-piperazinyl)-benzenesulfonic acid (10.00 g) and ethanol containing 50% (V/V) water (80 ml) were added in a 200 ml round-bottomed flask and the crystals were thoroughly dissolved by heating under reflux with stirring. The solution was then cooled to 5° C. with stirring and stirring was further continued for 2 hours at the same temperature. The precipitated crystals were collected by suction filtration and washed with ethanol containing 50% (V/V) water (20 ml... Starting materials: COC1=CC(=NC=C1)CSC1=NC2=C(N1)C=C(C(=C2)N2C=NC=C2)F (2-[[(4-Methoxy)pyridin-2-yl]methylthio]-6-fluoro-5-(imidazol-1-yl)-1H-benzimidazole), ClC1=CC(=CC=C1)C(=O)OO (m-chloroperbenzoic acid), [K+].[Br-] (KBr). Run in ClCCl (dichloromethane). The product is COC1=CC(=NC=C1)CS(=O)C1=NC2=C(N1)C=C(C(=C2)N2C=NC=C2)F (2-[[(4-Methoxy)pyridin-2-yl]methylsulfinyl]-6-fluoro-5-(imidazol-1-yl)-1H-benzimidazole). Isolated yield 57.4%. RXN SMILES: [CH3:1][O:2][C:3]1[CH:8]=[CH:7][N:6]=[C:5]([CH2:9][S:10][C:11]2[NH:15][C:14]3[CH:16]=[C:17]([F:25])[C:18]([N:20]4[CH:24]=[CH:23][N:22]=[CH:21]4)=[CH:19][C:13]=3[N:12]=2)[CH:4]=1.ClC1C=CC=C(C(OO)=[O:34])C=1.[K+].[Br-]>ClCCl>[CH3:1][O:2][C:3]1[CH:8]=[CH:7][N:6]=[C:5]([CH2:9][S:10]([C:11]2[NH:15][C:14]3[CH:16]=[C:17]([F:25])[C:18]([N:20]4[CH:24]=[CH:23][N:22]=[CH:21]4)=[CH:19][C:13]=3[N:12]=2)=[O:34])[CH:4]=1 |f:2.3|. Procedure: The title compound (0.32 g, 58%) was prepared by the above general procedure using 2-[[(4-methoxy)pyridin-2-yl]methylthio]-6-fluoro-5-(imidazol-1-yl)-1H-benzimidazole (0.53 g, 1.5 mmol) (obtained in example 5), m-chloroperbenzoic acid (50%, 0.62 g, 1.8 mmol) and dichloromethane (20 mL). IR (KBr) 3500, 1048 cm-1 ; 1H NMR (CD3OD) δ 3.86 (s, 3H, OCH3), 4.72 (ABq,J=10.8 Hz, Δv=15.6 Hz, 2H, SOCH2), 6.94 (m, 2H), 7.22 (s, 1H), 7.52 (s, 1H), 7.68 (d,J=10.8 Hz, 1H), 7.88 (d,J=7.6 Hz, 1H), 8.08 (s, 1H), ... The product is O=C(O)c1nc2ccc(OCCCN3CCC(OC(c4ccccc4)c4ccccc4)CC3)nn2n1. As a reaction SMILES: [Na+:41].[O:42]1[CH2:43][CH2:44][CH2:45][CH2:46]1.[OH-:40].[c:1]1([CH:7]([O:8][CH:9]2[CH2:10][CH2:11][N:12]([CH2:15][CH2:16][CH2:17][O:18][c:19]3[cH:20][cH:21][c:22]4[n:23]([n:24]3)[n:25][c:26]([C:28](=[O:29])[O:30][CH:31]([CH3:32])[CH3:33])[n:27]4)[CH2:13][CH2:14]2)[c:34]2[cH:35][cH:36][cH:37][cH:38][cH:39]2)[cH:2][cH:3][cH:4][cH:5][cH:6]1>>[c:1]1([CH:7]([O:8][CH:9]2[CH2:10][CH2:11][N:12]([CH2:15][CH2:16][CH2:17][O:18][c:19]3[cH:20][cH:21][c:22]4[n:23]([n:24]3)[n:25][c:26]([C:28](=[O:29])[OH:30])[n:27]4)[CH2:13][CH2:14]2)[c:34]2[cH:35][cH:36][cH:37][cH:38][cH:39]2)[cH:2][cH:3][cH:4][cH:5][cH:6]1. The reactants are [Na+], C1CCOC1, [OH-], CC(C)OC(=O)c1nc2ccc(OCCCN3CCC(OC(c4ccccc4)c4ccccc4)CC3)nn2n1. The reactants are O[C@H](C(C(=O)OCC)Cl)C (ethyl 3(S)-hydroxy-chlorobutyrate), [Na+].[I-] (NaI). Run in CC(=O)C (acetone). Conditions: temperature 59 celsius, time 120 hour. The product is O[C@@H](CC(=O)OCC)CI (Ethyl 3(S)-hydroxy-4-iodobutyrate). The yield is 95.9%. As a reaction SMILES: [OH:1][C@@H:2]([CH3:10])[CH:3](Cl)[C:4]([O:6][CH2:7][CH3:8])=[O:5].[Na+].[I-:12]>CC(C)=O>[OH:1][C@H:2]([CH2:10][I:12])[CH2:3][C:4]([O:6][CH2:7][CH3:8])=[O:5] |f:1.2|. Procedure details: To a solution of ethyl 3(S)-hydroxy-chlorobutyrate (1) (639.0 g, 3.84 mol) in dry acetone (7.7 L) is added anhydrous NaI (2300 g, 15.34 mol). The mixture is stirred vigorously at 58-60° C. for 120 hours under argon atmosphere. The acetone is distilled off under the reduced pressure at 40-60° C. The residue is diluted with water (5.75 L) followed by the addition of saturated Na2S2O3 solution (1.53 L) and t-BuMeO (2.3 L). The mixture is stirred vigorously at ambient temperature for 30 minutes. The...